Dataset: the Open Reaction Database (ORD), a public repository of structured organic reaction records. Task: describe an organic reaction: reactants, conditions, products, and yield The reactants are C1(=CC=CC=C1)C(=CC(=O)N)C1=CC=CC=C1 (3,3-diphenylpropenamide), ClCC(=O)CCl (1,3-dichloroacetone). Product: C1(=CC=CC=C1)C(=CC=1OC=C(N1)CCl)C1=CC=CC=C1 (2-(2,2-diphenylethenyl)-4-chloromethyloxazole). Isolated yield 49.0%. Reaction SMILES: [C:1]1([C:7]([C:12]2[CH:17]=[CH:16][CH:15]=[CH:14][CH:13]=2)=[CH:8][C:9]([NH2:11])=[O:10])[CH:6]=[CH:5][CH:4]=[CH:3][CH:2]=1.[Cl:18][CH2:19][C:20]([CH2:22]Cl)=O>>[C:1]1([C:7]([C:12]2[CH:17]=[CH:16][CH:15]=[CH:14][CH:13]=2)=[CH:8][C:9]2[O:10][CH:22]=[C:20]([CH2:19][Cl:18])[N:11]=2)[CH:2]=[CH:3][CH:4]=[CH:5][CH:6]=1. Reported procedure: In substantially the same manner as in Reference Example 31, 3,3-diphenylpropenamide was allowed to react with 1,3-dichloroacetone to give 2-(2,2-diphenylethenyl)-4-chloromethyloxazole. The yield was 49%. Recrystallization from ethyl acetate-hexane gave colorless prisms, mp 107-108° C. Starting materials: CC(C)(C)OC(=O)NC1CCNC1, CCO, Clc1ccc2c(Cl)ccnc2c1, C1CN2CCN1CC2. Yields the product CC(C)(C)OC(=O)NC1CCN(c2ccnc3cc(Cl)ccc23)C1. As a reaction SMILES: [C:13]([CH3:14])([CH3:15])([CH3:16])[O:17][C:18](=[O:19])[NH:20][CH:21]1[CH2:22][NH:23][CH2:24][CH2:25]1.[CH3:34][CH2:35][OH:36].[Cl:1][c:2]1[cH:3][cH:4][n:5][c:6]2[cH:7][c:8]([Cl:12])[cH:9][cH:10][c:11]12.[N:26]12[CH2:27][CH2:28][N:29]([CH2:30][CH2:31]1)[CH2:32][CH2:33]2>>[c:2]1([N:23]2[CH2:22][CH:21]([NH:20][C:18]([O:17][C:13]([CH3:14])([CH3:15])[CH3:16])=[O:19])[CH2:25][CH2:24]2)[cH:3][cH:4][n:5][c:6]2[cH:7][c:8]([Cl:12])[cH:9][cH:10][c:11]12.